Dataset: the Open Reaction Database (ORD), a public repository of structured organic reaction records. Task: describe an organic reaction: reactants, conditions, products, and yield Starting materials: COC(=O)C1=CC(=NO1)OCC=1C(=NOC1C)C1=CC=CC=C1 (3-(5-methyl-3-phenyl-isoxazol-4-ylmethoxy)-isoxazole-5-carboxylic acid methyl ester), [OH-].[Na+] (sodium hydroxide), Cl (HCl). The solvent is O1CCOCC1 (dioxane). The product is CC1=C(C(=NO1)C1=CC=CC=C1)COC1=NOC(=C1)C(=O)O (3-(5-Methyl-3-phenyl-isoxazol-4-ylmethoxy)-isoxazole-5-carboxylic acid). Yield: 94.4%. As a reaction SMILES: C[O:2][C:3]([C:5]1[O:9][N:8]=[C:7]([O:10][CH2:11][C:12]2[C:13]([C:18]3[CH:23]=[CH:22][CH:21]=[CH:20][CH:19]=3)=[N:14][O:15][C:16]=2[CH3:17])[CH:6]=1)=[O:4].[OH-].[Na+].Cl>O1CCOCC1>[CH3:17][C:16]1[O:15][N:14]=[C:13]([C:18]2[CH:19]=[CH:20][CH:21]=[CH:22][CH:23]=2)[C:12]=1[CH2:11][O:10][C:7]1[CH:6]=[C:5]([C:3]([OH:4])=[O:2])[O:9][N:8]=1 |f:1.2|. Reported procedure: To a solution of 3-(5-methyl-3-phenyl-isoxazol-4-ylmethoxy)-isoxazole-5-carboxylic acid methyl ester (209 mg, 0.66 mmol) in dioxane (5 mL) was added aqueous sodium hydroxide (2 N, 2 mL). After heating at reflux for 1 h the mixture was cooled to room temperature and acidified with HCl (4 N, 2 mL). Purification by filtration and drying afforded the title compound (187 mg, 94%) which was obtained as a white solid. MS: m/e=299.1 [M−H]−. RXN SMILES: [CH2:1]([NH:8][C@H:9]([C@@H:13]1[CH2:17][S:16][C:15](=[O:18])[N:14]1[CH2:19][C:20]1[CH:25]=[CH:24][CH:23]=[CH:22][CH:21]=1)[C:10](=[O:12])N)[C:2]1[CH:7]=[CH:6][CH:5]=[CH:4][CH:3]=1.Cl.[OH2:27]>CN(C)C=O>[CH2:19]([N:14]1[C@@H:13]([CH2:17][SH:16])[C@H:9]([C:10]([OH:12])=[O:27])[N:8]([CH2:1][C:2]2[CH:3]=[CH:4][CH:5]=[CH:6][CH:7]=2)[C:15]1=[O:18])[C:20]1[CH:21]=[CH:22][CH:23]=[CH:24][CH:25]=1. Procedure details: In 200 ml of N,N-dimethylformamide was dissolved 100 g of (4R)-4-[(1R)-1-(N-benzylamino)-1-carbamoylmethyl]-3-benzylthiazolidin-2-one, and under nitrogen atmosphere, the solution was stirred at 85° C. for 5 hours. At 90° C. to 95° C., 200 ml of 35% hydrochloric acid was added dropwise to the solution, and the mixture was stirred for 1 hour and 15 minutes. Moreover, 100 ml of 35% hydrochloric acid was added dropwise, and the mixture was stirred for 2 hours. Then, 200 ml of water was added dropwis... Reaction conditions: temperature 85 celsius, time 5 hour. The product is C(C1=CC=CC=C1)N1C(N([C@H]([C@@H]1CS)C(=O)O)CC1=CC=CC=C1)=O ((4R,5R)-1,3-dibenzyl-2-oxo-5-(mercaptomethyl)imidazolidin-4-carboxylic acid). The reactants are O (water), Cl (hydrochloric acid), Cl (hydrochloric acid), C(C1=CC=CC=C1)N[C@@H](C(N)=O)[C@H]1N(C(SC1)=O)CC1=CC=CC=C1 ((4R)-4-[(1R)-1-(N-benzylamino)-1-carbamoylmethyl]-3-benzylthiazolidin-2-one). The solvent is CN(C=O)C (N,N-dimethylformamide). The reactants are IC1=C(C=CC(=C1)OC)[N+](=O)[O-] (2-Iodo-4-methoxy-1-nitrobenzene), C1(=CC=CC=C1)NC=O (N-Phenyl-formamide). Product: COC=1C=CC2=C(N(C=N2)C2=CC=CC=C2)C1 (6-Methoxy-1-phenyl-1H-benzimidazole). Yield: 55.3%. RXN SMILES: I[C:2]1[CH:7]=[C:6]([O:8][CH3:9])[CH:5]=[CH:4][C:3]=1[N+:10]([O-])=O.[C:13]1([NH:19][CH:20]=O)[CH:18]=[CH:17][CH:16]=[CH:15][CH:14]=1>>[CH3:9][O:8][C:6]1[CH:5]=[CH:4][C:3]2[N:10]=[CH:20][N:19]([C:13]3[CH:18]=[CH:17][CH:16]=[CH:15][CH:14]=3)[C:2]=2[CH:7]=1. Reported procedure: The title compound was prepared with the analogous procedure described in example 1 using 2-Iodo-4-methoxy-1-nitrobenzene (140 mg, 0.5 mmol) and N-Phenyl-formamide (73 mg, 0.6 mmol) as starting materials to yield the title compound as viscous oil (62 mg, 56%). 1H NMR (DMSO) δ 2.58 (s, 3 H), 2.64 (s, 3 H), 7.37 (d, J=8.1 Hz, 1 H), 7.44 (dd, J=8.1, 7.3 Hz, 1 H), 7.48-7.52 (m, 1 H), 7.54 (d, J=8.8 Hz, 2 H), 7.61 (d, J=8.8 Hz, 2 H), 7.86 (d, J=7.3 Hz, 1 H). The reactants are O=C(O)c1cccc(Cl)c1C(=O)O, [H][H], [Na+], [OH-], OCC(O)CO. Yields the product O=C(O)c1ccccc1C(=O)O. As a reaction SMILES: [Cl:1][c:2]1[c:3]([C:11](=[O:12])[OH:13])[c:4]([C:5](=[O:6])[OH:7])[cH:8][cH:9][cH:10]1.[H:20][H:21].[Na+:23].[OH-:22].[OH:14][CH2:15][CH:16]([CH2:17][OH:18])[OH:19]>>[cH:2]1[c:3]([C:11](=[O:12])[OH:13])[c:4]([C:5](=[O:6])[OH:7])[cH:8][cH:9][cH:10]1. The reactants are C1(=CC=CC=C1)CN1CCC(CC1)N1C(NC2=C(CC1)C=CC=C2)=O (3-[1-(phenylmethyl)-4-piperidinyl]-2,3,4,5-tetrahydro-1,3-benzodiazepin-2(1 H)-one), [H][H] (hydrogen). The reagents and catalysts are [Pd] (Pd/C). Solvent: CO (methanol). Reaction conditions: temperature 0 celsius, time 15 minute. The product is N1CCC(CC1)N1C(NC2=C(CC1)C=CC=C2)=O (3-(4-piperidinyl)-2,3,4,5-tetrahydro-1,3-benzodiazepin-2(1H)-one). As a reaction SMILES: C1(C[N:8]2[CH2:13][CH2:12][CH:11]([N:14]3[CH2:20][CH2:19][C:18]4[CH:21]=[CH:22][CH:23]=[CH:24][C:17]=4[NH:16][C:15]3=[O:25])[CH2:10][CH2:9]2)C=CC=CC=1.[H][H]>CO.[Pd]>[NH:8]1[CH2:9][CH2:10][CH:11]([N:14]2[CH2:20][CH2:19][C:18]3[CH:21]=[CH:22][CH:23]=[CH:24][C:17]=3[NH:16][C:15]2=[O:25])[CH2:12][CH2:13]1. Procedure: 10.00 kg (29.81 mol, 1.0 eq) 3-[1-(phenylmethyl)-4-piperidinyl]-2,3,4,5-tetrahydro-1,3-benzodiazepin-2(1H)-one from Example 3 are dissolved in 100 L methanol, combined with 1.00 kg 10% Pd/C and hydrogenated in the pressurised reactor at 70° C. and 3 bar. After the uptake of hydrogen has ended the catalyst is filtered off and washed with 30 L methanol. The filtrate is concentrated in vacuo and the residue is suspended in 100 L acetone. Then it is refluxed, the suspension is stirred for 15 minutes...